This data is from the Open Reaction Database (ORD), a public repository of structured organic reaction records. The task is: describe an organic reaction: reactants, conditions, products, and yield The reactants are C(C)(C)(C)OC(=O)N([C@@H](C)CO)C1=CC=CC2=CC=CC=C12 (N-t-butyloxycarbonylnaphthylalaninol), S(=O)(=O)(C1=CC=C(C)C=C1)Cl (Tosyl chloride). Solvent: N1=CC=CC=C1 (pyridine). Conditions: temperature -30 celsius. Yields the product CCOC(=O)C.CCCCCC (AcOEt hexane). Yield: 214.6%. As a reaction SMILES: [C:1]([O:5][C:6](N([C:13]1[C:22]2C(=CC=C[CH:21]=2)[CH:16]=[CH:15][CH:14]=1)[C@H](CO)C)=[O:7])(C)(C)[CH3:2].S(Cl)([C:26]1C=CC(C)=CC=1)(=O)=O>N1C=CC=CC=1>[CH3:2][CH2:1][O:5][C:6]([CH3:26])=[O:7].[CH3:21][CH2:22][CH2:13][CH2:14][CH2:15][CH3:16] |f:3.4|. Procedure details: N-t-butyloxycarbonylnaphthylalaninol (3.71 g; 12.3 mmol) was dissolved in pyridine (15 ml) and the solution was cooled to -30° C. Tosyl chloride (2.36 g; 12.4 mmol) was added and the mixture was stirred to clearness at -30° C. and then put into the refrigerator overnight. Pyridine was removed in vacuo and the product was extracted with ether (4×30 ml). The organic layer was washed with 1N HCl (2×30 ml), H2O (1×30 ml), NaHCO3 5% (2×30 ml) and saturated NaCl (1×30 ml), then dried over Na2SO4, filt... Reactants: ClC1=CC=C(CN2C(=C(C3=CC(=CC=C23)OCC2=NC3=CC=CC=C3C=C2)C(CC(C)(C)C)=O)CC(C(=O)OC)(CC)CC)C=C1 (Methyl 3-[N-(4-chlorobenzyl)-3-(3,3-dimethyl-1-oxo-1-butyl)-5-(quinolin-2-ylmethoxy)indol-2-yl]-2,2-diethylpropanoate), Na4OAc, C1CCOC1 (THF), [OH-].[Na+] (NaOH). Run in CO (MeOH). Reaction conditions: temperature 70 celsius. The product is ClC1=CC=C(CN2C(=C(C3=CC(=CC=C23)OCC2=NC3=CC=CC=C3C=C2)C(CC(C)(C)C)=O)CC(C(=O)O)(CC)CC)C=C1 (3-[N-(4-Chlorobenzyl)-3-(3,3-dimethyl-1-oxo-1-butyl)-5-(quinolin-2-ylmethoxy)-indol-2-yl]-2,2-diethylpropanoic acid). RXN SMILES: [Cl:1][C:2]1[CH:46]=[CH:45][C:5]([CH2:6][N:7]2[C:15]3[C:10](=[CH:11][C:12]([O:16][CH2:17][C:18]4[CH:27]=[CH:26][C:25]5[C:20](=[CH:21][CH:22]=[CH:23][CH:24]=5)[N:19]=4)=[CH:13][CH:14]=3)[C:9]([C:28](=[O:34])[CH2:29][C:30]([CH3:33])([CH3:32])[CH3:31])=[C:8]2[CH2:35][C:36]([CH2:43][CH3:44])([CH2:41][CH3:42])[C:37]([O:39]C)=[O:38])=[CH:4][CH:3]=1.C1COCC1.[OH-].[Na+]>CO>[Cl:1][C:2]1[CH:3]=[CH:4][C:5]([CH2:6][N:7]2[C:15]3[C:10](=[CH:11][C:12]([O:16][CH2:17][C:18]4[CH:27]=[CH:26][C:25]5[C:20](=[CH:21][CH:22]=[CH:23][CH:24]=5)[N:19]=4)=[CH:13][CH:14]=3)[C:9]([C:28](=[O:34])[CH2:29][C:30]([CH3:31])([CH3:33])[CH3:32])=[C:8]2[CH2:35][C:36]([CH2:41][CH3:42])([CH2:43][CH3:44])[C:37]([OH:39])=[O:38])=[CH:45][CH:46]=1 |f:2.3|. Reported procedure: The compound from Step E was hydrolysed using THF (2.5 mL), MeOH (0.6 mL) and NaOH (1N, 1.5 mL). The solution was heated at 70° C. for 2 weeks. The reaction was neutralized by addition of Na4OAc buffer (20 mL of 25% w/v) and extracted with EtOAc (3×30 mL). The organic layers were combined, dried over MgSO4, filtered and concentrated. The resulting residue was purified by flash chromatography (eluant: EtOAc-hexane-HOAc (250:750:1)) to give the title compound. Reactants: C1CCOC1, CSC1CC2(CCN(C(=O)Nc3ccc(-c4ccccc4)cc3)CC2)c2ccccc21, CO, [Na], O. Yields the product CS(=O)C1CC2(CCN(C(=O)Nc3ccc(-c4ccccc4)cc3)CC2)c2ccccc21. Reaction SMILES: [CH2:35]1[O:36][CH2:37][CH2:38][CH2:39]1.[CH3:1][S:2][CH:3]1[CH2:4][C:5]2([c:6]3[cH:7][cH:8][cH:9][cH:10][c:11]31)[CH2:12][CH2:13][N:14]([C:17](=[O:18])[NH:19][c:20]1[cH:21][cH:22][c:23](-[c:26]3[cH:27][cH:28][cH:29][cH:30][cH:31]3)[cH:24][cH:25]1)[CH2:15][CH2:16]2.[CH3:33][OH:34].[Na:32].[OH2:40]>>[CH3:1][S:2]([CH:3]1[CH2:4][C:5]2([c:6]3[cH:7][cH:8][cH:9][cH:10][c:11]31)[CH2:12][CH2:13][N:14]([C:17](=[O:18])[NH:19][c:20]1[cH:21][cH:22][c:23](-[c:26]3[cH:27][cH:28][cH:29][cH:30][cH:31]3)[cH:24][cH:25]1)[CH2:15][CH2:16]2)=[O:34]. Reactants: CC(C)(C)OC(=O)Nc1cc(Cl)cc(Br)c1F, Cl, C1COCCO1. The product is Nc1cc(Cl)cc(Br)c1F. RXN SMILES: [Br:1][c:2]1[c:3]([F:17])[c:4]([NH:9][C:10](=[O:11])[O:12][C:13]([CH3:14])([CH3:15])[CH3:16])[cH:5][c:6]([Cl:8])[cH:7]1.[ClH:18].[O:19]1[CH2:20][CH2:21][O:22][CH2:23][CH2:24]1>>[Br:1][c:2]1[c:3]([F:17])[c:4]([NH2:9])[cH:5][c:6]([Cl:8])[cH:7]1. The reactants are Intermediate 14, FC(C(=O)O)(F)F.COC=1N=C2N=C(NC(=C2N1)N)O[C@H](CC)C (8-(methyloxy)-2-{[(1S)-1-methylpropyl]oxy}-1H-purin-6-amine trifluoroacetate), BrCCCCCCl (1-bromo-5-chloropentane). Yields the product ClCCCCCN1C2=NC(=NC(=C2N=C1OC)N)O[C@H](CC)C (9-(5-Chloropentyl)-8-(methyloxy)-2-{[(1S)-1-methylpropyl]oxy}-9H-purin-6-amine). As a reaction SMILES: FC(F)(F)C(O)=O.[CH3:8][O:9][C:10]1[N:11]=[C:12]2[C:17]([N:18]=1)=[C:16]([NH2:19])[NH:15][C:14]([O:20][C@@H:21]([CH3:24])[CH2:22][CH3:23])=[N:13]2.Br[CH2:26][CH2:27][CH2:28][CH2:29][CH2:30][Cl:31]>>[Cl:31][CH2:30][CH2:29][CH2:28][CH2:27][CH2:26][N:11]1[C:10]([O:9][CH3:8])=[N:18][C:17]2[C:12]1=[N:13][C:14]([O:20][C@@H:21]([CH3:24])[CH2:22][CH3:23])=[N:15][C:16]=2[NH2:19] |f:0.1|. Procedure details: Prepared similarly to Intermediate 14 from 8-(methyloxy)-2-{[(1S)-1-methylpropyl]oxy}-1H-purin-6-amine trifluoroacetate and 1-bromo-5-chloropentane. Reactants: BrC=1C=NC(=NC1)N1CCN(CC1)C(=O)OC(C)(C)C (tert-butyl 4-(5-bromopyrimidin-2-yl)piperazine-1-carboxylate), FC1=CC=C(C=C1)O (4-fluorophenol), C(=O)([O-])[O-].[Cs+].[Cs+] (Cs2CO3). The reagents and catalysts are [Cu] (copper). Solvent: N1=CC=CC=C1 (pyridine), C(C)(=O)OCC (ethyl acetate). Run at temperature 120 celsius. Yields the product FC1=CC=C(OC=2C=NC(=NC2)N2CCN(CC2)C(=O)OC(C)(C)C)C=C1 (tert-butyl 4-(5-(4-fluorophenoxyl)pyrimidin-2-yl)piperazine-1-carboxylate). Yield: 26.7%. RXN SMILES: Br[C:2]1[CH:3]=[N:4][C:5]([N:8]2[CH2:13][CH2:12][N:11]([C:14]([O:16][C:17]([CH3:20])([CH3:19])[CH3:18])=[O:15])[CH2:10][CH2:9]2)=[N:6][CH:7]=1.[F:21][C:22]1[CH:27]=[CH:26][C:25]([OH:28])=[CH:24][CH:23]=1.C([O-])([O-])=O.[Cs+].[Cs+]>N1C=CC=CC=1.C(OCC)(=O)C.[Cu]>[F:21][C:22]1[CH:27]=[CH:26][C:25]([O:28][C:2]2[CH:3]=[N:4][C:5]([N:8]3[CH2:13][CH2:12][N:11]([C:14]([O:16][C:17]([CH3:20])([CH3:19])[CH3:18])=[O:15])[CH2:10][CH2:9]3)=[N:6][CH:7]=2)=[CH:24][CH:23]=1 |f:2.3.4|. Procedure details: A mixture of tert-butyl 4-(5-bromopyrimidin-2-yl)piperazine-1-carboxylate (684 mg, 2.0 mmol), 4-fluorophenol (1.1 g, 5.0 mmol), copper (650 mg, 10.0 mmol) and Cs2CO3 (6.5 g, 20.0 mmol) in pyridine (15 mL) was heated at 120° C. for 12 h. The mixture was cooled to RT, diluted with ethyl acetate (200 mL) and filtered. The filtrate was concentrated under reduced pressure, and the residue was purified by silica gel column chromatography (petroleum ether/ethyl acetate=20/1) to afford the title compoun... RXN SMILES: ClCC([O:5][C:6]1[CH:14]=[CH:13][C:12]2[N:11]([CH3:15])[C:10]3[C:16](=O)[CH2:17][CH2:18][C:9]=3[C:8]=2[CH:7]=1)=O.[CH2:20]([NH2:27])[C:21]1[CH:26]=[CH:25][CH:24]=[CH:23][CH:22]=1>C1(C)C=CC=CC=1>[CH3:15][N:11]1[C:12]2[CH:13]=[CH:14][C:6]([OH:5])=[CH:7][C:8]=2[C:9]2[CH2:18][CH2:17][C:16](=[N:27][CH2:20][C:21]3[CH:26]=[CH:25][CH:24]=[CH:23][CH:22]=3)[C:10]1=2. Isolated yield 17.5%. The product is CN1C2=C(C=3C=C(C=CC13)O)CCC2=NCC2=CC=CC=C2 (4-methyl-3-phenylmethylimino-1,2,3,4-tetrahydrocyclopent[b]indol-7-ol). Reactants: ClCC(=O)OC1=CC=2C3=C(N(C2C=C1)C)C(CC3)=O (7-chloroacetyloxy-1,4-dihydro-4-methylcyclopent[b]-indol-3(2H)-one), C(C1=CC=CC=C1)N (benzylamine). The solvent is C1(=CC=CC=C1)C (toluene). Conditions: time 4 hour. Procedure: To a stirred suspension of 7-chloroacetyloxy-1,4-dihydro-4-methylcyclopent[b]-indol-3(2H)-one (6.0 g) in toluene (50 ml) was added benzylamine (9.2 g) and the mixture was heated at reflux temperature with azeotropic removal of water using a Dean Stark trap. After 4 hours, TLC analysis indicated complete conversion to product. The mixture was allowed to cool to room temperature and filtered, and the solid material was washed with acetonitrile. The filtrate and washings were combined, concentrated...